From a dataset of the Open Reaction Database (ORD), a public repository of structured organic reaction records. describe an organic reaction: reactants, conditions, products, and yield Starting materials: [H-].[Na+] (NaH), ClC=1C=NC=C(C1C)Cl (3,5-dichloro-4-methyl-pyridine), C1(CCCC1)OC1=C2C=NNC(C2=CC=C1OC)Cl (5-cyclopentyloxy-1-chloro-6-methoxy-2H-phthalazine). The solvent is CN(C=O)C (dimethylformamide). Reaction conditions: time 1 hour. Product: C1(CCCC1)OC1=C2C=NN=C(C2=CC=C1OC)CC1=C(C=NC=C1Cl)Cl (5-Cyclopentyloxy-1-(3,5-dichloropyridin-4-ylmethyl)-6-methoxy-phthalazine). Yield: 57.1%. RXN SMILES: [Cl:1][C:2]1[CH:3]=[N:4][CH:5]=[C:6]([Cl:9])[C:7]=1[CH3:8].[H-].[Na+].[CH:12]1([O:17][C:18]2[C:27]([O:28][CH3:29])=[CH:26][CH:25]=[C:24]3[C:19]=2[CH:20]=[N:21][NH:22][CH:23]3Cl)[CH2:16][CH2:15][CH2:14][CH2:13]1>CN(C)C=O>[CH:12]1([O:17][C:18]2[C:27]([O:28][CH3:29])=[CH:26][CH:25]=[C:24]3[C:19]=2[CH:20]=[N:21][N:22]=[C:23]3[CH2:8][C:7]2[C:6]([Cl:9])=[CH:5][N:4]=[CH:3][C:2]=2[Cl:1])[CH2:13][CH2:14][CH2:15][CH2:16]1 |f:1.2|. Reported procedure: A solution of 3,5-dichloro-4-methyl-pyridine (13.86 g, 85.56 mmoles) in dry dimethylformamide (100 ml) was added, under nitrogen and stirring, with 55% NaH (3.73 g, 85.56 mmoles). The mixture was stirred for 1 hour then added with a solution of 5-cyclopentyloxy-1-chloro-6-methoxy-2H-phthalazine (7.95 g, 28.52 mmoles), obtained as described in example 7, in dry dimethylfomamide (70 ml). The mixture was left to stand for one night, quenched with water, diluted with water and extracted methyl aceat...